The task is: describe an organic reaction: reactants, conditions, products, and yield. This data is from the Open Reaction Database (ORD), a public repository of structured organic reaction records. The reactants are ClCCl, O=C(OO)c1cccc(Cl)c1, FC(F)(F)C(F)(F)C(F)(F)C(F)(F)C(F)(F)C(F)(F)C(F)(F)C(F)(F)Sc1ccccc1-c1ccccc1. The product is O=S(c1ccccc1-c1ccccc1)C(F)(F)C(F)(F)C(F)(F)C(F)(F)C(F)(F)C(F)(F)C(F)(F)C(F)(F)F. Reaction SMILES: [CH2:50]([Cl:51])[Cl:52].[Cl:1][c:2]1[cH:3][cH:4][cH:5][c:6]([C:7]([O:8][OH:10])=[O:9])[cH:11]1.[F:12][C:13]([C:14]([C:15]([C:16]([C:17]([C:18]([C:19]([C:20]([F:21])([F:22])[F:23])([F:24])[F:25])([F:26])[F:27])([F:28])[F:29])([F:30])[F:31])([F:32])[F:33])([F:34])[F:35])([S:36][c:37]1[c:38](-[c:43]2[cH:44][cH:45][cH:46][cH:47][cH:48]2)[cH:39][cH:40][cH:41][cH:42]1)[F:49]>>[O:9]=[S:36]([C:13]([F:12])([C:14]([C:15]([C:16]([C:17]([C:18]([C:19]([C:20]([F:21])([F:22])[F:23])([F:24])[F:25])([F:26])[F:27])([F:28])[F:29])([F:30])[F:31])([F:32])[F:33])([F:34])[F:35])[F:49])[c:37]1[c:38](-[c:43]2[cH:44][cH:45][cH:46][cH:47][cH:48]2)[cH:39][cH:40][cH:41][cH:42]1. The reactants are C([O-])([O-])=O.[K+].[K+] (potassium carbonate), BrC1=CN=C(C=2N1C=C(N2)CO)N2CCOCC2 ((5-Bromo-8-morpholinoimidazo[1,2-a]pyrazin-2-yl)methanol), CCN(C(C)C)C(C)C (DIPEA), CS(=O)(=O)Cl (MsCl), N1=C(C=CC2=CC=CC=C12)S (quinoline-2-thiol). Solvent: O (Water), ClCCl (dichloromethane). Reaction conditions: time 3 hour. The product is BrC1=CN=C(C=2N1C=C(N2)CSC2=NC1=CC=CC=C1C=C2)N2CCOCC2 (4-(5-Bromo-2-((quinolin-2-ylthio)methyl)imidazo[1,2-a]pyrazin-8-yl)morpholine). RXN SMILES: [Br:1][C:2]1[N:7]2[CH:8]=[C:9]([CH2:11]O)[N:10]=[C:6]2[C:5]([N:13]2[CH2:18][CH2:17][O:16][CH2:15][CH2:14]2)=[N:4][CH:3]=1.CCN(C(C)C)C(C)C.CS(Cl)(=O)=O.C(=O)([O-])[O-].[K+].[K+].[N:39]1[C:48]2[C:43](=[CH:44][CH:45]=[CH:46][CH:47]=2)[CH:42]=[CH:41][C:40]=1[SH:49]>ClCCl.O>[Br:1][C:2]1[N:7]2[CH:8]=[C:9]([CH2:11][S:49][C:40]3[CH:41]=[CH:42][C:43]4[C:48](=[CH:47][CH:46]=[CH:45][CH:44]=4)[N:39]=3)[N:10]=[C:6]2[C:5]([N:13]2[CH2:18][CH2:17][O:16][CH2:15][CH2:14]2)=[N:4][CH:3]=1 |f:3.4.5|. Procedure details: A stirred solution of compound 1e (10 g, 30.45 mmol) and DIPEA (10.23 g, 79.30 mmol) in dichloromethane (200 mL) was cooled in an ice bath and MsCl (7.3 g, 63.48 mmol) was added dropwise. Upon complete addition, the reaction mixture was stirred for 3 h at room temperature and concentrated under reduced pressure. To the residue was added CH3CN (150 mL), followed by potassium carbonate (6.57 g, 47.6 mmol) and quinoline-2-thiol (5.62 g, 34.9 mmol). The resulting mixture was stirred overnight at 60°... Starting materials: C1CCOC1 (THF), C1(=CC=CC=C1)P(C1=CC=CC=C1)C1=CC=CC=C1 (triphenylphosphine), C(C)(C)OC(=O)N=NC(=O)OC(C)C (azodicarboxylic acid diisopropyl ester), [Si](C)(C)(C(C)(C)C)OC=1C=CC2=C(C(C=3NC4=CC(=CC=C4C3C2=O)C#N)(C)C)C1 (8-(tert-butyldimethylsilanyloxy)-6,6-dimethyl-11-oxo-6,11-dihydro-5H-benzo[b]carbazole-3-carbonitrile). Solvent: CO (methanol). Reaction conditions: time 1 hour. Product: COC=1C=CC2=C(C(C=3N(C4=CC(=CC=C4C3C2=O)C#N)C)(C)C)C1 (8-Methoxy-5,6,6-trimethyl-11-oxo-6,11-dihydro-5H-benzo[b]carbazole-3-carbonitrile). Yield: 41.0%. RXN SMILES: [CH2:1]1[CH2:5][O:4][CH2:3][CH2:2]1.[C:6]1(P(C2C=CC=CC=2)C2C=CC=CC=2)C=CC=CC=1.C(OC(N=NC(OC(C)C)=O)=O)(C)C.[Si](OC1[CH:48]=[CH:49][C:50]2[C:62](=[O:63])[C:61]3[C:60]4[C:55](=[CH:56][C:57]([C:64]#[N:65])=[CH:58][CH:59]=4)[NH:54][C:53]=3[C:52]([CH3:67])([CH3:66])C=2C=1)(C(C)(C)C)(C)C>CO>[CH3:3][O:4][C:5]1[CH:48]=[CH:49][C:50]2[C:62](=[O:63])[C:61]3[C:60]4[C:55](=[CH:56][C:57]([C:64]#[N:65])=[CH:58][CH:59]=4)[N:54]([CH3:6])[C:53]=3[C:52]([CH3:67])([CH3:66])[C:2]=2[CH:1]=1. Procedure: To the THF solution of triphenylphosphine (260 mg, 3 eq.), azodicarboxylic acid diisopropyl ester (0.195 ml, 3 eq.) was added and the mixture was stirred at room temperature for 1 hr. Thereafter, 8-(tert-butyldimethylsilanyloxy)-6,6-dimethyl-11-oxo-6,11-dihydro-5H-benzo[b]carbazole-3-carbonitrile (Compound A10, 138 mg, 0.331 mmol) and methanol (1 ml) were added and stirred overnight. The reaction solution was purified by HPLC to obtain the target compound (44.8 mg, 41%). Starting materials: BrC=1C=NC(=NC1)N1CCN(CC1)C(=O)OC(C)(C)C (tert-butyl 4-(5-bromopyrimidin-2-yl)piperazine-1-carboxylate), CC(C)([O-])C.[Na+] (sodium tert-butoxide), C(C1=CC=CC=C1)(C1=CC=CC=C1)=N (benzophenone imine), C=1C=CC(=CC1)P(C=2C=CC=CC2)C3=CC=C4C=CC=CC4=C3C5=C6C=CC=CC6=CC=C5P(C=7C=CC=CC7)C=8C=CC=CC8 (BINAP), C(O)([O-])=O.[Na+] (sodium hydrogen carbonate). The reagents and catalysts are C=1C=CC(=CC1)/C=C/C(=O)/C=C/C2=CC=CC=C2.C=1C=CC(=CC1)/C=C/C(=O)/C=C/C2=CC=CC=C2.[Pd] (Bis(dibenzylideneacetone)palladium). Solvent: C1(=CC=CC=C1)C (toluene), CCOC(=O)C (EtOAc), C1CCOC1 (THF). Run at temperature 80 celsius, time 16 hour. Yields the product NC=1C=NC(=NC1)N1CCN(CC1)C(=O)OC(C)(C)C (tert-Butyl 4-(5-aminopyrimidin-2-yl)piperazine-1-carboxylate). Yield: 91.9%. As a reaction SMILES: Br[C:2]1[CH:3]=[N:4][C:5]([N:8]2[CH2:13][CH2:12][N:11]([C:14]([O:16][C:17]([CH3:20])([CH3:19])[CH3:18])=[O:15])[CH2:10][CH2:9]2)=[N:6][CH:7]=1.CC(C)([O-])C.[Na+].C(=[NH:40])(C1C=CC=CC=1)C1C=CC=CC=1.C1C=CC(P(C2C(C3C(P(C4C=CC=CC=4)C4C=CC=CC=4)=CC=C4C=3C=CC=C4)=C3C(C=CC=C3)=CC=2)C2C=CC=CC=2)=CC=1.C(=O)([O-])O.[Na+]>C1(C)C=CC=CC=1.CCOC(C)=O.C1C=CC(/C=C/C(/C=C/C2C=CC=CC=2)=O)=CC=1.C1C=CC(/C=C/C(/C=C/C2C=CC=CC=2)=O)=CC=1.[Pd].C1COCC1>[NH2:40][C:2]1[CH:3]=[N:4][C:5]([N:8]2[CH2:13][CH2:12][N:11]([C:14]([O:16][C:17]([CH3:20])([CH3:19])[CH3:18])=[O:15])[CH2:10][CH2:9]2)=[N:6][CH:7]=1 |f:1.2,5.6,9.10.11|. Procedure details: Bis(dibenzylideneacetone)palladium (0.17 g, 0.29 mmol) was added to a mixture of tert-butyl 4-(5-bromopyrimidin-2-yl)piperazine-1-carboxylate (6.15 g, 17.92 mmol, prepared as described in Patent Application WO 2001087870), sodium tert-butoxide (2.41 g, 25.09 mmol), benzophenone imine (3.61 g, 21.50 mmol), and BINAP (0.34 g, 21.5 mmol) in anhydrous toluene (150 mL). The mixture was heated to 80° C. and stirred for 16 h under an atmosphere of nitrogen. The mixture was diluted with EtOAc (100 mL) a... Reactants: C(C1=CC=CC=C1)(=O)N(C(C1=CC=CC=C1)=O)C=1C2=C(N=CN1)SC(=N2)C2=C(N=CN2C)C2=CC=CC=C2 (N-Benzoyl-N-[2-(1-methyl-4-phenyl-1H-imidazol-5-yl)[1,3]thiazolo[5,4-d]pyrimidin-7-yl]benzamide), C(C1=CC=CC=C1)=O (benzaldehyde), CCN(C(C)C)C(C)C (DIPEA), CN(C(=O)Cl)C (dimethylcarbamyl chloride), C(C1=CC=CC=C1)=O (benzaldehyde), CCN(C(C)C)C(C)C (DIPEA), C(C1=CC=CC=C1)(=O)N(C(C1=CC=CC=C1)=O)C=1C2=C(N=CN1)SC(=N2)C2=C(N=CN2C)C2=CC=CC=C2 (N-Benzoyl-N-[2-(1-methyl-4-phenyl-1H-imidazol-5-yl)[1,3]thiazolo[5,4-d]pyrimidin-7-yl]benzamide), CN(C(=O)Cl)C (dimethylcarbamyl chloride). Solvent: CO (MeOH), N (NH3), CC#N (MeCN). Conditions: temperature 55 celsius. Product: CN(C(OC(C1=CC=CC=C1)C=1N(C(=C(N1)C1=CC=CC=C1)C=1SC=2N=CN=C(C2N1)N)C)=O)C ([5-(7-Amino[1,3]thiazolo[5,4-d]pyrimidin-2-yl)-1-methyl-4-phenyl-1H-imidazol-2-yl](phenyl)methyl dimethylcarbamate). Yield: 68.0%. As a reaction SMILES: C([N:9]([C:18]1[C:19]2[N:26]=[C:25]([C:27]3[N:31]([CH3:32])[CH:30]=[N:29][C:28]=3[C:33]3[CH:38]=[CH:37][CH:36]=[CH:35][CH:34]=3)[S:24][C:20]=2[N:21]=[CH:22][N:23]=1)C(=O)C1C=CC=CC=1)(=O)C1C=CC=CC=1.[CH3:39][N:40]([CH3:44])[C:41](Cl)=[O:42].[CH:45](=[O:52])[C:46]1[CH:51]=[CH:50][CH:49]=[CH:48][CH:47]=1.CCN(C(C)C)C(C)C>CC#N.CO.N>[CH3:39][N:40]([CH3:44])[C:41](=[O:42])[O:52][CH:45]([C:30]1[N:31]([CH3:32])[C:27]([C:25]2[S:24][C:20]3[N:21]=[CH:22][N:23]=[C:18]([NH2:9])[C:19]=3[N:26]=2)=[C:28]([C:33]2[CH:38]=[CH:37][CH:36]=[CH:35][CH:34]=2)[N:29]=1)[C:46]1[CH:51]=[CH:50][CH:49]=[CH:48][CH:47]=1. Procedure details: N-Benzoyl-N-[2-(1-methyl-4-phenyl-1H-imidazol-5-yl)[1,3]thiazolo[5,4-d]pyrimidin-7-yl]benzamide (Intermediate 96) (0.05 g) was dissolved/suspended in MeCN (5 mL), dimethylcarbamyl chloride (0.015 mL) added, then benzaldehyde (16 mg) and DIPEA (0.05 mL). The reaction mixture was heated at reflux for 24 hours then additional dimethylcarbamyl chloride (0.015 mL), benzaldehyde (16 mg) and DIPEA (0.05 mL) added. After heating for 5 days, the reaction mixture was concentrated in vacuo, diluted with sa...